From a dataset of the Open Reaction Database (ORD), a public repository of structured organic reaction records. describe an organic reaction: reactants, conditions, products, and yield The reactants are ICCCCS(=O)(=O)NCC(COC(NCCCCCCCCCCCCCCCCCC)=O)OC (3-(4-iodobutylsulfonylamino)-2-methoxy-1-octadecylcarbamoyloxypropane), S1C=NC=C1 (thiazole). The product is [I-].COC(COC(NCCCCCCCCCCCCCCCCCC)=O)CNS(=O)(=O)CCCCC=1SC=C[NH+]1 (2-methoxy-1-octadecylcarbamoyloxy-3-(4-thiazoliobutylsulfonylamino)propane iodide). The yield is 41.0%. As a reaction SMILES: [I:1][CH2:2][CH2:3][CH2:4][CH2:5][S:6]([NH:9][CH2:10][CH:11]([O:35][CH3:36])[CH2:12][O:13][C:14](=[O:34])[NH:15][CH2:16][CH2:17][CH2:18][CH2:19][CH2:20][CH2:21][CH2:22][CH2:23][CH2:24][CH2:25][CH2:26][CH2:27][CH2:28][CH2:29][CH2:30][CH2:31][CH2:32][CH3:33])(=[O:8])=[O:7].[S:37]1[CH:41]=[CH:40][N:39]=[CH:38]1>>[I-:1].[CH3:36][O:35][CH:11]([CH2:10][NH:9][S:6]([CH2:5][CH2:4][CH2:3][CH2:2][C:38]1[S:37][CH:41]=[CH:40][NH+:39]=1)(=[O:8])=[O:7])[CH2:12][O:13][C:14](=[O:34])[NH:15][CH2:16][CH2:17][CH2:18][CH2:19][CH2:20][CH2:21][CH2:22][CH2:23][CH2:24][CH2:25][CH2:26][CH2:27][CH2:28][CH2:29][CH2:30][CH2:31][CH2:32][CH3:33] |f:2.3|. Procedure: A solution of 300 mg (0.464 mM) of 3-(4-iodobutylsulfonylamino)-2-methoxy-1-octadecylcarbamoyloxypropane in 3 ml of thiazole is stirred at 60° C. for 6 hours. After thiazole is evaporated, the residue is washed with ether and recrystallized from ether-dichloromethane to give 140 mg (0.191 mM) of 2-methoxy-1-octadecylcarbamoyloxy-3-(4-thiazoliobutylsulfonylamino)propane iodide Ia13 in 41% yield. Reactants: CCOC(=O)C(=O)OCC, CC(=O)c1cc(CC(C)C)c(OCc2ccccc2)cc1OCc1ccccc1, CCO, Cl, [Na]. The product is CCOC(=O)C(=O)CC(=O)c1cc(CC(C)C)c(OCc2ccccc2)cc1OCc1ccccc1. As a reaction SMILES: [C:31]([C:32](=[O:33])[O:34][CH2:35][CH3:36])(=[O:37])[O:38][CH2:39][CH3:40].[CH2:2]([c:3]1[cH:4][cH:5][cH:6][cH:7][cH:8]1)[O:9][c:10]1[c:11]([C:28]([CH3:29])=[O:30])[cH:12][c:13]([CH2:24][CH:25]([CH3:26])[CH3:27])[c:14]([O:16][CH2:17][c:18]2[cH:19][cH:20][cH:21][cH:22][cH:23]2)[cH:15]1.[CH3:42][CH2:43][OH:44].[ClH:41].[Na:1]>>[CH2:2]([c:3]1[cH:4][cH:5][cH:6][cH:7][cH:8]1)[O:9][c:10]1[c:11]([C:28]([CH2:29][C:31]([C:32](=[O:33])[O:34][CH2:35][CH3:36])=[O:37])=[O:30])[cH:12][c:13]([CH2:24][CH:25]([CH3:26])[CH3:27])[c:14]([O:16][CH2:17][c:18]2[cH:19][cH:20][cH:21][cH:22][cH:23]2)[cH:15]1. Reactants: natural product, solution, CC1=C(C(C[C@@H](C1)O)(C)C)/C=C/C(=C/C=C/C(=C/C=C/C=C(/C=C/C=C(/C=C/C2=C(C[C@H](CC2(C)C)O)C)\C)\C)/C)/C (zeaxanthin), Br(=O)(=O)[O-].[Na+] (sodium bromate), S(=O)(=O)([O-])S(=O)[O-].[Na+].[Na+] (sodium metabisulfite), O (water). The solvent is C(Cl)(Cl)Cl (chloroform). Reaction conditions: temperature 50 celsius. The product is CC1=C(C(C[C@@H](C1=O)O)(C)C)/C=C/C(=C/C=C/C(=C/C=C/C=C(/C=C/C=C(/C=C/C2=C(C(=O)[C@H](CC2(C)C)O)C)\C)\C)/C)/C (astaxanthin). RXN SMILES: [CH3:1][C:2]1[CH2:7][C@@H:6]([OH:8])[CH2:5][C:4]([CH3:10])([CH3:9])[C:3]=1/[CH:11]=[CH:12]/[C:13](/[CH3:42])=[CH:14]/[CH:15]=[CH:16]/[C:17](/[CH3:41])=[CH:18]/[CH:19]=[CH:20]/[CH:21]=[C:22](\[CH3:40])/[CH:23]=[CH:24]/[CH:25]=[C:26](\[CH3:39])/[CH:27]=[CH:28]/[C:29]1[C:34]([CH3:36])([CH3:35])[CH2:33][C@H:32]([OH:37])[CH2:31][C:30]=1[CH3:38].Br([O-])(=O)=[O:44].[Na+].S(S([O-])=O)([O-])(=O)=O.[Na+].[Na+].[OH2:57]>C(Cl)(Cl)Cl>[CH3:38][C:30]1[C:31](=[O:57])[C@@H:32]([OH:37])[CH2:33][C:34]([CH3:36])([CH3:35])[C:29]=1/[CH:28]=[CH:27]/[C:26](/[CH3:39])=[CH:25]/[CH:24]=[CH:23]/[C:22](/[CH3:40])=[CH:21]/[CH:20]=[CH:19]/[CH:18]=[C:17](\[CH3:41])/[CH:16]=[CH:15]/[CH:14]=[C:13](\[CH3:42])/[CH:12]=[CH:11]/[C:3]1[C:4]([CH3:9])([CH3:10])[CH2:5][C@H:6]([OH:8])[C:7](=[O:44])[C:2]=1[CH3:1] |f:1.2,3.4.5|. Procedure details: To a suitable flask was added 20 grams of a natural product mixture containing 12.2 grams zeaxanthin (21.4 mmoles) slurried in 200 ml of chloroform. To this mixture was added a solution of 8.05 gms (53.3 mmoles) of sodium bromate. To this mixture was added dropwise over three hours at temperatures between 20 to 30° C., 8 ml of a solution prepared by dissolving 6.66 gms of sodium metabisulfite in 24 ml of water. After addition, the reaction mixture was filtered through Celite and the aqueous phas...